This data is from the Open Reaction Database (ORD), a public repository of structured organic reaction records. The task is: describe an organic reaction: reactants, conditions, products, and yield Reactants: O=C1C2CCC(C1)(N2C(=O)OC(C)(C)C)C(=O)OC (O7-tert-butyl O4-methyl 2-oxo-7-azabicyclo[2.2.1]heptane-4,7-dicarboxylate), TEA, C(=O)(OCC1=CC=CC=C1)Cl (CbzCl), 1235-p, C(=O)(C(F)(F)F)O (TFA). The solvent is C(Cl)Cl (DCM). Reaction conditions: time 12 hour. Yields the product O=C1C2CCC(C1)(N2C(=O)OCC2=CC=CC=C2)C(=O)OC (O7-benzyl O4-methyl 2-oxo-7-azabicyclo[2.2.1]heptane-4,7-dicarboxylate). Isolated yield 30.0%. As a reaction SMILES: [O:1]=[C:2]1[CH2:7][C:6]2([C:16]([O:18][CH3:19])=[O:17])[N:8]([C:9]([O:11][C:12]([CH3:15])(C)C)=[O:10])[CH:3]1[CH2:4][CH2:5]2.C(O)(C(F)(F)F)=O.C(Cl)(OC[C:31]1[CH:36]=[CH:35]C=[CH:33][CH:32]=1)=O>C(Cl)Cl>[O:1]=[C:2]1[CH2:7][C:6]2([C:16]([O:18][CH3:19])=[O:17])[N:8]([C:9]([O:11][CH2:12][C:15]3[CH:35]=[CH:36][CH:31]=[CH:32][CH:33]=3)=[O:10])[CH:3]1[CH2:4][CH2:5]2. Reported procedure: A mixture of O7-tert-butyl O4-methyl 2-oxo-7-azabicyclo[2.2.1]heptane-4,7-dicarboxylate (prepared according to the literature: Org. Lett., Vol. 9, No. 7, 2007 p 1235-p 1238) (0.34 g, 1.27 mmol), TFA (1.5 ml) in DCM was stirred for 2 hours. After removal of solvent and TFA under reduced pressure, the residue was dissolved into DCM (5 mL). To it was added TEA (0.51 g, 5.08 mmol) and CbzCl (0.43 g, 2.54 mmol). After 12 hours, the mixture was concentrated under reduced pressure. The residue was puri...